Task: describe an organic reaction: reactants, conditions, products, and yield. Dataset: the Open Reaction Database (ORD), a public repository of structured organic reaction records The reactants are [Al+3], C1CCOC1, CN1CCC2(CCCNC2)C1=O, Cl, [H-], [H-], [H-], [H-], [Li+]. Product: CN1CCC2(CCCNC2)C1. RXN SMILES: [Al+3:2].[CH2:20]1[O:21][CH2:22][CH2:23][CH2:24]1.[CH3:7][N:8]1[C:9](=[O:18])[C:10]2([CH2:11][CH2:12]1)[CH2:13][NH:14][CH2:15][CH2:16][CH2:17]2.[ClH:19].[H-:1].[H-:4].[H-:5].[H-:6].[Li+:3]>>[CH3:7][N:8]1[CH2:9][C:10]2([CH2:11][CH2:12]1)[CH2:13][NH:14][CH2:15][CH2:16][CH2:17]2. The reactants are C(CCCCCCC\C=C/CCCCCCCC)Br (oleyl bromide), C1(=CC=CC=C1)S(=O)[O-].[Na+] (sodium phenyl sulphinate), C1(=CC=CC=C1)S(=O)(=O)C(CCCCC)CCCCCCC\C=C/CCCCCCCC (6-phenylsulfonyl-cis-tricos-14-ene), O (water). The solvent is CN(C=O)C (dimethylformamide). Run at temperature 25 celsius, time 15 hour. The product is C(CCCCCCC\C=C/CCCCCCCC)S(=O)(=O)C1=CC=CC=C1 (oleylphenylsulfone). The yield is 77.0%. As a reaction SMILES: [C:1]1([S:7]([CH:10]([CH2:16][CH2:17][CH2:18][CH2:19][CH2:20][CH2:21][CH2:22]/[CH:23]=[CH:24]\[CH2:25][CH2:26][CH2:27][CH2:28][CH2:29][CH2:30][CH2:31][CH3:32])CCCCC)(=[O:9])=[O:8])[CH:6]=[CH:5][CH:4]=[CH:3][CH:2]=1.C(Br)CCCCCCC/C=C\CCCCCCCC.C1(S([O-])=O)C=CC=CC=1.[Na+].O>CN(C)C=O>[CH2:10]([S:7]([C:1]1[CH:6]=[CH:5][CH:4]=[CH:3][CH:2]=1)(=[O:9])=[O:8])[CH2:16][CH2:17][CH2:18][CH2:19][CH2:20][CH2:21][CH2:22]/[CH:23]=[CH:24]\[CH2:25][CH2:26][CH2:27][CH2:28][CH2:29][CH2:30][CH2:31][CH3:32] |f:2.3|. Procedure: The initial oleylphenylsulfone may be prepared in the following manner: a mixture of 16.5 g (5.10-2 mole) oleyl bromide and 8.2 g (5.10-2 mole) sodium phenyl sulphinate in 100 cm3 dimethylformamide is stirred for 15 hours at 25° C. The reaction mixture is then poured into 800 cm3 iced water and the organic phase is extracted five times with ether. The combined ethereal extracts are washed with a saturated aqueous solution of sodium chloride then dried over magnesium sulphate and concentrated. Th... Starting materials: CCCCOC(=O)c1ccc(N(CC)Cc2cc(Br)ccc2O)nn1, C1CCOC1, CO, [Na+], [OH-]. Product: CCN(Cc1cc(Br)ccc1O)c1ccc(C(=O)O)nn1. Reaction SMILES: [Br:1][c:2]1[cH:3][cH:4][c:5]([OH:25])[c:6]([CH2:7][N:8]([CH2:9][CH3:10])[c:11]2[cH:12][cH:13][c:14]([C:17](=[O:18])[O:19][CH2:20][CH2:21][CH2:22][CH3:23])[n:15][n:16]2)[cH:24]1.[CH2:28]1[O:29][CH2:30][CH2:31][CH2:32]1.[CH3:33][OH:34].[Na+:27].[OH-:26]>>[Br:1][c:2]1[cH:3][cH:4][c:5]([OH:25])[c:6]([CH2:7][N:8]([CH2:9][CH3:10])[c:11]2[cH:12][cH:13][c:14]([C:17](=[O:18])[OH:19])[n:15][n:16]2)[cH:24]1. The reactants are Cc1nc(N2CCNCC2)nc(N2CCSCC2)c1[N+](=O)[O-], Cl, [K+], O=[Mn](=O)(=O)[O-], O. Product: Cc1nc(N2CCNCC2)nc(N2CCS(=O)(=O)CC2)c1[N+](=O)[O-]. Reaction SMILES: [CH3:7][c:8]1[c:9]([N+:26](=[O:27])[O-:28])[c:10]([N:20]2[CH2:21][CH2:22][S:23][CH2:24][CH2:25]2)[n:11][c:12]([N:14]2[CH2:15][CH2:16][NH:17][CH2:18][CH2:19]2)[n:13]1.[ClH:29].[K+:6].[Mn:1](=[O:2])([O-:3])(=[O:4])=[O:5].[OH2:30]>>[O:2]=[S:23]1(=[O:30])[CH2:22][CH2:21][N:20]([c:10]2[c:9]([N+:26](=[O:27])[O-:28])[c:8]([CH3:7])[n:13][c:12]([N:14]3[CH2:15][CH2:16][NH:17][CH2:18][CH2:19]3)[n:11]2)[CH2:25][CH2:24]1. The reactants are Cl.OC=1C=CC=C2N=C3CCCCC3=C(C12)N (8-hydroxy-1,2,3,4-tetrahydro-9-acridinamine hydrochloride), C([O-])([O-])=O.[K+].[K+] (potassium carbonate), COC(C(CC)Br)=O (methyl-2-bromobutyrate). Run in O (water), CN(C=O)C (dimethylformamide). Run at time 1 hour. The product is O.NC=1C2=C(C=CC=C2N=C2CCCCC12)OC(C(=O)OCC)CC (ethyl α-[(9-amino-1,2,3,4-tetrahydroacridin-8-yl)oxy]butyrate hydrate). As a reaction SMILES: Cl.[OH:2][C:3]1[CH:4]=[CH:5][CH:6]=[C:7]2[C:16]=1[C:15]([NH2:17])=[C:14]1[C:9]([CH2:10][CH2:11][CH2:12][CH2:13]1)=[N:8]2.[C:18](=O)([O-])[O-].[K+].[K+].[CH3:24][O:25][C:26](=[O:31])[CH:27](Br)[CH2:28][CH3:29]>CN(C)C=O.O>[OH2:2].[NH2:17][C:15]1[C:16]2[C:7]([N:8]=[C:9]3[C:14]=1[CH2:13][CH2:12][CH2:11][CH2:10]3)=[CH:6][CH:5]=[CH:4][C:3]=2[O:2][CH:27]([CH2:28][CH3:29])[C:26]([O:25][CH2:24][CH3:18])=[O:31] |f:0.1,2.3.4,8.9|. Reported procedure: To a solution of 8-hydroxy-1,2,3,4-tetrahydro-9-acridinamine hydrochloride (23.08 g) in dry dimethylformamide was added potassium carbonate (28.75 g), with stirring. After one hr, methyl-2-bromobutyrate (15.89 ml) was added dropwise and stirring was continued overnight. The reaction mixture was diluted with water (1.5 l), and extracted with ethyl acetate (2 l). The organic extracts were dried over anhydrous magnesium sulfate, filtered, and the filtrate was concentrated. The residue was flash chr...